This data is from the Open Reaction Database (ORD), a public repository of structured organic reaction records. The task is: describe an organic reaction: reactants, conditions, products, and yield Reactants: SC(C(=O)N[C@@H](CS)C(=O)O)(C)C (N-(2-mercapto-2-methylpropionyl)-L-cysteine), COC1=CC=C(CCl)C=C1 (paramethoxybenzyl chloride). Run in C(C)O (ethanol), [OH-].[Na+] (sodium hydroxide). Run at time 2 hour. The product is COC1=CC=C(CSC[C@H](NC(C(C)(C)SCC2=CC=C(C=C2)OC)=O)C(=O)O)C=C1 (S-p-Methoxybenzyl-N-(2-p-Methoxybenzylthio-2-Methylpropionyl)-L-Cysteine). The yield is 67.0%. Reaction SMILES: [SH:1][C:2]([CH3:13])([CH3:12])[C:3]([NH:5][C@H:6]([C:9]([OH:11])=[O:10])[CH2:7][SH:8])=[O:4].[CH3:14][O:15][C:16]1[CH:23]=[CH:22][C:19]([CH2:20]Cl)=[CH:18][CH:17]=1>C(O)C.[OH-].[Na+]>[CH3:14][O:15][C:16]1[CH:23]=[CH:22][C:19]([CH2:20][S:8][CH2:7][C@@H:6]([C:9]([OH:11])=[O:10])[NH:5][C:3](=[O:4])[C:2]([S:1][CH2:20][C:19]2[CH:22]=[CH:23][C:16]([O:15][CH3:14])=[CH:17][CH:18]=2)([CH3:13])[CH3:12])=[CH:18][CH:17]=1 |f:3.4|. Procedure details: To a stirred solution of N-(2-mercapto-2-methylpropionyl)-L-cysteine (2.0 g) in ethanol(10 ml), 4N sodium hydroxide solution(7.7 ml) and paramethoxybenzyl chloride(3.0 ml) were added dropwise under ice-cooling and under nitrogen atomosphere. After the addition, the reaction mixture was stirred for 2 hours under ice-cooling and 2 hours at room temperature. The reaction mixture was concentrated in vacuo, acidified with 2N hydrochloric acid and extracted with ether. The organic layer was washed wit...